Dataset: the Open Reaction Database (ORD), a public repository of structured organic reaction records. Task: describe an organic reaction: reactants, conditions, products, and yield The reactants are ClC1=CC=C(C=C1)CCCCCl (4-(4-chlorophenyl)butyl chloride), N1CCNCC1 (piperazine), reagent. Run in C(C)O (ethanol). Product: ClC1=CC=C(C=C1)CCCCN1CCNCC1 (1-[4-(4-chlorophenyl)butyl]piperazine). Yield: 46.3%. Reaction SMILES: [Cl:1][C:2]1[CH:7]=[CH:6][C:5]([CH2:8][CH2:9][CH2:10][CH2:11]Cl)=[CH:4][CH:3]=1.[NH:13]1[CH2:18][CH2:17][NH:16][CH2:15][CH2:14]1>C(O)C>[Cl:1][C:2]1[CH:7]=[CH:6][C:5]([CH2:8][CH2:9][CH2:10][CH2:11][N:13]2[CH2:18][CH2:17][NH:16][CH2:15][CH2:14]2)=[CH:4][CH:3]=1. Reported procedure: A mixture of 26.4 g of 4-(4-chlorophenyl)butyl chloride, 86.1 g of anhydrous piperazine and 250 ml of reagent ethanol was refluxed overnight. Solvent was evaporated from the product and the residue was chromatographed twice on silica with the eluant being CH2Cl2 /CH3OH/ammonium hydroxide (45:5:1). The first chromatography removed the bulk of the excess piperazine, the second provided 15.2 g of 1-[4-(4-chlorophenyl)butyl]piperazine as a colorless oil which solidified on standing (m.p. 139°-145° C... Starting materials: IC1=CC=C(C=C1)N1C(=NC(=C1)C(=O)OCC)SC (ethyl 1-(4-iodophenyl)-2-(methylthio)-1H-imidazole-4-carboxylate), [Li+].[BH4-] (LiBH4), O (H2O), CCOC(=O)C (EtOAc). Solvent: C1CCOC1 (THF). Run at time 8 hour. The product is IC1=CC=C(C=C1)N1C(=NC(=C1)CO)SC ((1-(4-iodophenyl)-2-(methylthio)-1H-imidazol-4-yl)methanol). Isolated yield 94.0%. Reaction SMILES: [I:1][C:2]1[CH:7]=[CH:6][C:5]([N:8]2[CH:12]=[C:11]([C:13](OCC)=[O:14])[N:10]=[C:9]2[S:18][CH3:19])=[CH:4][CH:3]=1.[Li+].[BH4-].O.CCOC(C)=O>C1COCC1>[I:1][C:2]1[CH:7]=[CH:6][C:5]([N:8]2[CH:12]=[C:11]([CH2:13][OH:14])[N:10]=[C:9]2[S:18][CH3:19])=[CH:4][CH:3]=1 |f:1.2|. Procedure: To a solution of ethyl 1-(4-iodophenyl)-2-(methylthio)-1H-imidazole-4-carboxylate (0.49 g, 1.26 mmol) in anhydrous THF (10 mL) at room temperature, LiBH4 (2M in THF, 3.2 mL, 6.4 mmol) was added. The mixture was stirred at room temperature overnight. H2O and EtOAc were added. The organic phase was separated, washed with 5% NaHCO3, dried over Na2SO4, concentrated in vacuo to give (1-(4-iodophenyl)-2-(methylthio)-1H-imidazol-4-yl)methanol (0.41 g). The reactants are Cc1n[nH]c(=O)n1-c1ccc(OC(F)(F)C(F)F)cc1, CC(O)C1(c2ccc(F)cc2F)CO1. Product: Cc1nn(C(C)C2(c3ccc(F)cc3F)CO2)c(=O)n1-c1ccc(OC(F)(F)C(F)F)cc1. Reaction SMILES: [CH3:15][c:16]1[n:17](-[c:22]2[cH:23][cH:24][c:25]([O:28][C:29]([CH:30]([F:31])[F:32])([F:33])[F:34])[cH:26][cH:27]2)[c:18](=[O:21])[nH:19][n:20]1.[F:1][c:2]1[c:3]([C:9]2([CH:12]([CH3:13])[OH:14])[O:10][CH2:11]2)[cH:4][cH:5][c:6]([F:8])[cH:7]1>>[F:1][c:2]1[c:3]([C:9]2([CH:12]([CH3:13])[n:19]3[c:18](=[O:21])[n:17](-[c:22]4[cH:23][cH:24][c:25]([O:28][C:29]([CH:30]([F:31])[F:32])([F:33])[F:34])[cH:26][cH:27]4)[c:16]([CH3:15])[n:20]3)[O:10][CH2:11]2)[cH:4][cH:5][c:6]([F:8])[cH:7]1. Reactants: C(C1=CC=CC=C1)N(CCOC1=CC(=C(C=C1)O)C(N)=O)C[C@@H](C1=CC=CC=C1)O ((R)-α-[N-benzyl-N-[2-(3-carbamoyl-4-hydroxy-phenoxy)-ethyl]-aminomethyl]-benzyl alcohol), [H][H] (hydrogen). The reagents and catalysts are [Pd] (palladium-charcoal). Solvent: CO (methanol). Yields the product C(N)(=O)C=1C=C(OCCNC[C@@H](C2=CC=CC=C2)O)C=CC1O ((R)-(-)-α-[N-[2-(3-carbamoyl-4-hydroxy-phenoxy)-ethyl]-aminomethyl]-benzyl alcohol). Reaction SMILES: C([N:8]([CH2:22][C@H:23]([OH:30])[C:24]1[CH:29]=[CH:28][CH:27]=[CH:26][CH:25]=1)[CH2:9][CH2:10][O:11][C:12]1[CH:17]=[CH:16][C:15]([OH:18])=[C:14]([C:19](=[O:21])[NH2:20])[CH:13]=1)C1C=CC=CC=1.[H][H]>CO.[Pd]>[C:19]([C:14]1[CH:13]=[C:12]([CH:17]=[CH:16][C:15]=1[OH:18])[O:11][CH2:10][CH2:9][NH:8][CH2:22][C@H:23]([OH:30])[C:24]1[CH:29]=[CH:28][CH:27]=[CH:26][CH:25]=1)(=[O:21])[NH2:20]. Reported procedure: A solution of 23 g of crude (R)-α-[N-benzyl-N-[2-(3-carbamoyl-4-hydroxy-phenoxy)-ethyl]-aminomethyl]-benzyl alcohol in 230 ml of methanol is hydrogenated, with the addition of 5 g of palladium-charcoal catalyst (5%), under normal conditions until 1 mol-equivalent of hydrogen has been absorbed. The catalyst is subsequently filtered off, is washed with methanol, and the combined methanolic solutions are concentrated under reduced pressure. The crystalline residue is recrystallised from methanol an... The reactants are B (borane), BrC=1C=CC2=C(CCO[C@H]2CC(=O)O)C1 (2-((1S)-6-bromo-3,4-dihydro-1H-2-benzopyran-1-yl)acetic acid), C([O-])([O-])=O.[Na+].[Na+] (sodium carbonate). Solvent: C1CCOC1 (THF), C1CCOC1 (THF). Conditions: time 1 hour. The product is BrC=1C=CC2=C(CCO[C@H]2CCO)C1 (2-((1S)-6-Bromo-3,4-dihydro-1H-2-benzopyran-1-yl)ethanol). Reaction SMILES: [Br:1][C:2]1[CH:3]=[CH:4][C:5]2[C@H:10]([CH2:11][C:12](O)=[O:13])[O:9][CH2:8][CH2:7][C:6]=2[CH:15]=1.B.C(=O)([O-])[O-].[Na+].[Na+]>C1COCC1>[Br:1][C:2]1[CH:3]=[CH:4][C:5]2[C@H:10]([CH2:11][CH2:12][OH:13])[O:9][CH2:8][CH2:7][C:6]=2[CH:15]=1 |f:2.3.4|. Reported procedure: To a solution of 2-((1S)-6-bromo-3,4-dihydro-1H-2-benzopyran-1-yl)acetic acid (21.3 g, 78.6 mmol) in anhydrous THF (65 mL) under an atmosphere of nitrogen and cooled to 0° C., was added dropwise borane.THF complex in THF (1M) (94 mL, 94 mmol). After stirring for 1 h between 0 and 10° C., the reaction mixture was treated with aqueous sodium carbonate then extracted into toluene. The organic layer was washed with dilute aqueous hydrochloric acid, then concentrated in vacuo to give the title compou... Reactants: BrC(C(=O)OCC)C(C1=CC=C(C=C1)C)Br (ethyl 2,3-dibromo-3-(4-methylphenyl)propanoate), Cl (hydrochloric acid), C[O-].[Na+] (sodium methoxide), Cl.NO (hydroxylamine hydrochloride), solution. Solvent: C(C)(=O)OCC (ethyl acetate), O (water), CO (methanol), CO (methanol). Run at time 12 hour. Yields the product CC1=CC=C(C=C1)C1=CC(=NO1)O (5-(4-methylphenyl)-3-isoxazolol). The yield is 68.5%. As a reaction SMILES: Br[CH:2]([CH:8](Br)[C:9]1[CH:14]=[CH:13][C:12]([CH3:15])=[CH:11][CH:10]=1)[C:3](OCC)=[O:4].Cl.[NH2:18][OH:19].C[O-].[Na+].Cl>CO.C(OCC)(=O)C.O>[CH3:15][C:12]1[CH:13]=[CH:14][C:9]([C:8]2[O:19][N:18]=[C:3]([OH:4])[CH:2]=2)=[CH:10][CH:11]=1 |f:1.2,3.4|. Procedure details: 0.35 g of ethyl 2,3-dibromo-3-(4-methylphenyl)propanoate and 0.083 g of hydroxylamine hydrochloride was suspended in 7 mL of methanol, to which 0.19 g of a 28% solution of sodium methoxide in methanol was added at room temperature, and then this solution was stirred for 12 hours at the same temperature. The reaction mixture, to which water was added, was adjusted to pH 1 with 6M hydrochloric acid followed by addition of ethyl acetate, and the organic phase was separated therefrom. After the resu... The reactants are FC=1C=C(C=C(C1)F)CC(=O)O (3,5-difluorophenylacetic acid), solid, Cl.N[C@@H](C)C(=O)NC1C(N(C2=C(N(C1=O)CC(C)C)C=CC=C2)CC(C)C)=O (3-(L-Alaninyl)amino-2,4-dioxo-1,5-bis-(2-methylpropyl)-2,3,4,5-tetrahydro-1H-1,5-benzodiazepine Hydrochloride). Yields the product FC=1C=C(C=C(C1)F)CC(=O)N[C@@H](C)C(=O)NC1C(N(C2=C(N(C1=O)CC(C)C)C=CC=C2)CC(C)C)=O (3[N′-(3,5-Difluorophenylacetyl)-L-alaninyl]amino-2,4-dioxo-1,5bis-(2-methylpropyl)-2,3,4,5-tetrahydro-1H-1,5-benzodiazepine). As a reaction SMILES: [F:1][C:2]1[CH:3]=[C:4]([CH2:9][C:10]([OH:12])=O)[CH:5]=[C:6]([F:8])[CH:7]=1.Cl.[NH2:14][C@H:15]([C:17]([NH:19][CH:20]1[C:26](=[O:27])[N:25]([CH2:28][CH:29]([CH3:31])[CH3:30])[C:24]2[CH:32]=[CH:33][CH:34]=[CH:35][C:23]=2[N:22]([CH2:36][CH:37]([CH3:39])[CH3:38])[C:21]1=[O:40])=[O:18])[CH3:16]>>[F:8][C:6]1[CH:5]=[C:4]([CH2:9][C:10]([NH:14][C@H:15]([C:17]([NH:19][CH:20]2[C:21](=[O:40])[N:22]([CH2:36][CH:37]([CH3:38])[CH3:39])[C:23]3[CH:35]=[CH:34][CH:33]=[CH:32][C:24]=3[N:25]([CH2:28][CH:29]([CH3:31])[CH3:30])[C:26]2=[O:27])=[O:18])[CH3:16])=[O:12])[CH:3]=[C:2]([F:1])[CH:7]=1 |f:1.2|. Procedure details: Following General Procedure I above using 3,5-difluorophenylacetic acid (Lancaster) and 3-(L-alaninyl)amino-2,4-dioxo-1,5-bis-(2-methylpropyl)-2,3,4,5-tetrahydro-1H-1,5-benzodiazepine hydrochloride (Example 8-S), the title compound was prepared as a white solid (melting point=197-198° C.). Purification was by flash chromatography eluting with CH2Cl2/EtOAc (2:1 gradient to 3:4). Rf=0.23 (CH2Cl2/EtOAc, 1:1).